This data is from the Open Reaction Database (ORD), a public repository of structured organic reaction records. The task is: describe an organic reaction: reactants, conditions, products, and yield Reactants: C[N+](C)(C)N, CS(C)=O, Cl, O=[N+]([O-])c1cccc(OC(F)(F)F)c1, [I-], O. Product: Nc1c(OC(F)(F)F)cccc1[N+](=O)[O-]. RXN SMILES: [CH3:16][N+:17]([CH3:18])([CH3:19])[NH2:20].[CH3:23][S:24]([CH3:25])=[O:26].[ClH:22].[F:1][C:2]([O:3][c:4]1[cH:5][c:6]([N+:10](=[O:11])[O-:12])[cH:7][cH:8][cH:9]1)([F:13])[F:14].[I-:15].[OH2:21]>>[F:1][C:2]([O:3][c:4]1[c:5]([NH2:17])[c:6]([N+:10](=[O:11])[O-:12])[cH:7][cH:8][cH:9]1)([F:13])[F:14].